From a dataset of the Open Reaction Database (ORD), a public repository of structured organic reaction records. describe an organic reaction: reactants, conditions, products, and yield The reactants are CCOC(=O)COc1ccc(SCC=C(c2ccc(Cl)cc2)c2ccc(Cl)cc2)cc1Cl, CCO, [Na+], [OH-]. Product: O=C(O)COc1ccc(SCC=C(c2ccc(Cl)cc2)c2ccc(Cl)cc2)cc1Cl. RXN SMILES: [CH2:1]([CH3:2])[O:3][C:4]([CH2:5][O:6][c:7]1[c:8]([Cl:31])[cH:9][c:10]([S:13][CH2:14][CH:15]=[C:16]([c:17]2[cH:18][cH:19][c:20]([Cl:23])[cH:21][cH:22]2)[c:24]2[cH:25][cH:26][c:27]([Cl:30])[cH:28][cH:29]2)[cH:11][cH:12]1)=[O:32].[CH3:35][CH2:36][OH:37].[Na+:34].[OH-:33]>>[O:3]=[C:4]([CH2:5][O:6][c:7]1[c:8]([Cl:31])[cH:9][c:10]([S:13][CH2:14][CH:15]=[C:16]([c:17]2[cH:18][cH:19][c:20]([Cl:23])[cH:21][cH:22]2)[c:24]2[cH:25][cH:26][c:27]([Cl:30])[cH:28][cH:29]2)[cH:11][cH:12]1)[OH:32]. Starting materials: Fc1cc(Br)ccc1CBr, C1CCNC1, CC#N. Yields the product Fc1cc(Br)ccc1CN1CCCC1. RXN SMILES: [Br:6][c:7]1[cH:8][c:9]([F:15])[c:10]([CH2:11][Br:12])[cH:13][cH:14]1.[CH2:1]1[CH2:2][CH2:3][NH:4][CH2:5]1.[CH3:16][C:17]#[N:18]>>[CH2:1]1[CH2:2][CH2:3][N:4]([CH2:11][c:10]2[c:9]([F:15])[cH:8][c:7]([Br:6])[cH:14][cH:13]2)[CH2:5]1.